From a dataset of the Open Reaction Database (ORD), a public repository of structured organic reaction records. describe an organic reaction: reactants, conditions, products, and yield Starting materials: NC(=O)N (urea), C(C)(C)(C)OC(=O)NC(CCCCNS(=O)(=O)C1=C(C(=CC=C1Cl)N)O)C(=O)O (N-[5-(tert-butoxycarbonylamino)-5-carboxypentyl]-3-amino-6-chloro-2-hydroxybenzenesulfonamide), ClC1=C(C=CC=C1Cl)N=C=O (2,3-dichlorophenylisocyanate). The product is C(C)(C)(C)OC(=O)NC(CCCCNS(=O)(=O)C=1C(=C(C=CC1Cl)NC(=O)NC1=C(C(=CC=C1)Cl)Cl)O)C(=O)O (N-[3-[N″-[5-(tert-butoxycarbonylamino)-5-carboxypentyl]aminosulfonyl]-4-chloro-2-hydroxyphenyl]-N′-(2,3-dichlorophenyl) urea). The yield is 30.2%. As a reaction SMILES: NC(N)=O.[C:5]([O:9][C:10]([NH:12][CH:13]([C:31]([OH:33])=[O:32])[CH2:14][CH2:15][CH2:16][CH2:17][NH:18][S:19]([C:22]1[C:27]([Cl:28])=[CH:26][CH:25]=[C:24]([NH2:29])[C:23]=1[OH:30])(=[O:21])=[O:20])=[O:11])([CH3:8])([CH3:7])[CH3:6].[Cl:34][C:35]1[C:40]([Cl:41])=[CH:39][CH:38]=[CH:37][C:36]=1[N:42]=[C:43]=[O:44]>>[C:5]([O:9][C:10]([NH:12][CH:13]([C:31]([OH:33])=[O:32])[CH2:14][CH2:15][CH2:16][CH2:17][NH:18][S:19]([C:22]1[C:23]([OH:30])=[C:24]([NH:29][C:43]([NH:42][C:36]2[CH:37]=[CH:38][CH:39]=[C:40]([Cl:41])[C:35]=2[Cl:34])=[O:44])[CH:25]=[CH:26][C:27]=1[Cl:28])(=[O:20])=[O:21])=[O:11])([CH3:8])([CH3:6])[CH3:7]. Reported procedure: Following the general procedure for urea formation outlined in example 15, N-[5-(tert-butoxycarbonylamino)-5-carboxypentyl]-3-amino-6-chloro-2-hydroxybenzenesulfonamide (233 mg, 0.518 mmol) and 2,3-dichlorophenylisocyanate (98 mg, 0.518 mmol) were coupled to form the desired urea (100 mg, 30%). LC-MS (m/z) 641.2 (M+). Starting materials: [N+](=O)([O-])C=1C=C(C(C(=O)O)=CC1)N (4-Nitroanthranilic acid), C(CC(=O)Cl)(=O)Cl (malonyl dichloride). Run in O1CCOCC1 (dioxane), O1CCOCC1 (dioxane). Reaction conditions: time 8 hour. Yields the product [N+](=O)([O-])C1=CC(=C(C(=O)O)C=C1)NC(CC(=O)NC1=C(C(=O)O)C=CC(=C1)[N+](=O)[O-])=O (4,4'-dinitro-2,2'-[(1,3-dioxo-1,3-propanediyl)diimino]bisbenzoic acid). The yield is 58.0%. Reaction SMILES: [N+:1]([C:4]1[CH:5]=[C:6]([NH2:13])[C:7](=[CH:11][CH:12]=1)[C:8]([OH:10])=[O:9])([O-:3])=[O:2].[C:14](Cl)(=[O:19])[CH2:15][C:16](Cl)=[O:17]>O1CCOCC1>[N+:1]([C:4]1[CH:12]=[CH:11][C:7]([C:8]([OH:10])=[O:9])=[C:6]([NH:13][C:14](=[O:19])[CH2:15][C:16]([NH:13][C:6]2[CH:5]=[C:4]([N+:1]([O-:3])=[O:2])[CH:12]=[CH:11][C:7]=2[C:8]([OH:10])=[O:9])=[O:17])[CH:5]=1)([O-:3])=[O:2]. Procedure: 4-Nitroanthranilic acid (5.0 g, 26.6 mmol) was dissolved in dry dioxane (130 ml). To this solution, a solution of malonyl dichloride (1.45 g)in dry dioxane (5 ml)was added dropwise at room temperature. After stirring the mixture overnight, the precipitated crystals were collected by filtration, and washed with water and ether to give a pale yellow crystals of the title compound (2.58 g, 89.8%). m.p., 269°-270.5° C. The reactants are N1=CC(=CC=C1)C1=C2C=3[C@H](CNC3C=C1)C[C@@H](C2)N(CCC)CCC ((2aR,4S)-6-(3-pyridyl)-4-(di-n-propylamino)-1,2,2a,3,4,5-hexahydrobenz[cd]indole), N1C=CC2=CC=CC=C12 (indole), C1(=CC=CC=C1)[Se](=O)O[Se](=O)C1=CC=CC=C1 (benzeneseleninic anhydride). The solvent is O (water), C1CCOC1 (THF). Product: N1=CC(=CC=C1)C1=C2C=3C(=CNC3C=C1)C[C@@H](C2)N(CCC)CCC ((-)(4R)-6-(3-pyridyl)-4-(di-n-propylamino)-1,3,4,5-tetrahydrobenz[cd]indole). Yield: 53.2%. As a reaction SMILES: [N:1]1[CH:6]=[CH:5][CH:4]=[C:3]([C:7]2[CH:15]=[CH:14][C:13]3[NH:12][CH2:11][C@@H:10]4[CH2:16][C@H:17]([N:19]([CH2:23][CH2:24][CH3:25])[CH2:20][CH2:21][CH3:22])[CH2:18][C:8]=2[C:9]=34)[CH:2]=1.N1C2C(=CC=CC=2)C=C1.C1([Se](O[Se](C2C=CC=CC=2)=O)=O)C=CC=CC=1>C1COCC1.O>[N:1]1[CH:6]=[CH:5][CH:4]=[C:3]([C:7]2[CH:15]=[CH:14][C:13]3[NH:12][CH:11]=[C:10]4[CH2:16][C@H:17]([N:19]([CH2:23][CH2:24][CH3:25])[CH2:20][CH2:21][CH3:22])[CH2:18][C:8]=2[C:9]=34)[CH:2]=1. Procedure details: A solution of 1.0 g (2.99 mmol) of (2aR,4S)-6-(3-pyridyl)-4-(di-n-propylamino)-1,2,2a,3,4,5-hexahydrobenz[cd]indole and 1.0 g (9 mmol) of indole in 50 ml of THF was treated at 0° C. with 0.61 g (1.70 mmol) of benzeneseleninic anhydride. The resulting solution was allowed to warm to room temperature. After 2 hours the reaction solution was diluted with water and the product was extracted into methylene chloride. The methylene chloride was evaporated and the resulting residue was taken up in aqueo... The reactants are Cc1ccnc2c1n(C(C)C)c(=O)n2-c1ccc(OCc2ccccc2)cc1, CCO. Yields the product Cc1ccnc2c1n(C(C)C)c(=O)n2-c1ccc(O)cc1. Reaction SMILES: [CH2:1]([c:2]1[cH:3][cH:4][cH:5][cH:6][cH:7]1)[O:8][c:9]1[cH:10][cH:11][c:12](-[n:15]2[c:16](=[O:28])[n:17]([CH:25]([CH3:26])[CH3:27])[c:18]3[c:19]2[n:20][cH:21][cH:22][c:23]3[CH3:24])[cH:13][cH:14]1.[CH3:29][CH2:30][OH:31]>>[OH:8][c:9]1[cH:10][cH:11][c:12](-[n:15]2[c:16](=[O:28])[n:17]([CH:25]([CH3:26])[CH3:27])[c:18]3[c:19]2[n:20][cH:21][cH:22][c:23]3[CH3:24])[cH:13][cH:14]1.